Dataset: the Open Reaction Database (ORD), a public repository of structured organic reaction records. Task: describe an organic reaction: reactants, conditions, products, and yield The reactants are NC1=C(C=NN1)C#N (5-amino-1H-pyrazole-4-carbonitrile), C(C1=CC=CC=C1)OC1=CC(=C(C=O)C=C1)OC (4-(benzyloxy)-2-methoxybenzaldehyde), C1(CCCC1)[N+]#[C-] (cyclopentyl isonitrile), Cl(=O)(=O)(=O)O (perchloric acid). The solvent is CO (methanol). Conditions: time 15 hour. The product is C(C1=CC=CC=C1)OC1=CC(=C(C=C1)C=1NC=2N(N=CC2C#N)C1NC1CCCC1)OC (2-(4-benzyloxy-2-methoxyphenyl)-3-(cyclopentylamino)-1H-imidazo[1,2-b]pyrazole-7-carbonitrile). Isolated yield 41.8%. As a reaction SMILES: [NH2:1][C:2]1[NH:6][N:5]=[CH:4][C:3]=1[C:7]#[N:8].[CH2:9]([O:16][C:17]1[CH:24]=[CH:23][C:20]([CH:21]=O)=[C:19]([O:25][CH3:26])[CH:18]=1)[C:10]1[CH:15]=[CH:14][CH:13]=[CH:12][CH:11]=1.[CH:27]1([N+:32]#[C-:33])[CH2:31][CH2:30][CH2:29][CH2:28]1.Cl(O)(=O)(=O)=O>CO>[CH2:9]([O:16][C:17]1[CH:24]=[CH:23][C:20]([C:21]2[NH:1][C:2]3[N:6]([C:33]=2[NH:32][CH:27]2[CH2:31][CH2:30][CH2:29][CH2:28]2)[N:5]=[CH:4][C:3]=3[C:7]#[N:8])=[C:19]([O:25][CH3:26])[CH:18]=1)[C:10]1[CH:15]=[CH:14][CH:13]=[CH:12][CH:11]=1. Procedure: To a mixture of 5-amino-1H-pyrazole-4-carbonitrile (193 mg, 1.79 mmol) and 4-(benzyloxy)-2-methoxybenzaldehyde (433 mg, 1.79 mmol) in a vial under nitrogen atmosphere were added methanol (10 mL) followed by cyclopentyl isonitrile (172 mg, 200 μL, 1.79 mmol) and perchloric acid (35.9 mg, 32.1 μL, 0.358 mmol) at RT. Then, the resulting brown solution was stirred for 15 h by which time lot of solids precipitated. These solids were collected by filtration and washed with methanol. After air drying, ... Reactants: O=C([O-])O, CCOC(C)=O, CCOC(=O)CCC(=O)Cl, Cl, NCc1ccc([N+](=O)[O-])cc1, [Na+]. The product is CCOC(=O)CCC(=O)NCc1ccc([N+](=O)[O-])cc1. RXN SMILES: [C:23](=[O:24])([O-:25])[OH:26].[CH3:28][CH2:29][O:30][C:31](=[O:32])[CH3:33].[Cl:13][C:14]([CH2:15][CH2:16][C:17](=[O:18])[O:19][CH2:20][CH3:21])=[O:22].[ClH:1].[N+:2](=[O:3])([O-:4])[c:5]1[cH:6][cH:7][c:8]([CH2:9][NH2:10])[cH:11][cH:12]1.[Na+:27]>>[N+:2](=[O:3])([O-:4])[c:5]1[cH:6][cH:7][c:8]([CH2:9][NH:10][C:14]([CH2:15][CH2:16][C:17](=[O:18])[O:19][CH2:20][CH3:21])=[O:22])[cH:11][cH:12]1. Starting materials: CC(C)(C)N(C(=O)[O-])C(Cc1ccccc1C(F)(F)F)CN1C(=O)c2ccccc2C1=O, CO, Cl, C1COCCO1. The product is NC(Cc1ccccc1C(F)(F)F)CN1C(=O)c2ccccc2C1=O. As a reaction SMILES: [CH3:1][C:2]([N:5]([C:3](=[O:4])[O-:6])[CH:9]([CH2:10][N:11]1[C:12](=[O:21])[c:13]2[cH:14][cH:15][cH:16][cH:17][c:18]2[C:19]1=[O:20])[CH2:22][c:23]1[c:24]([C:29]([F:30])([F:31])[F:32])[cH:25][cH:26][cH:27][cH:28]1)([CH3:7])[CH3:8].[CH3:34][OH:35].[ClH:33].[O:36]1[CH2:37][CH2:38][O:39][CH2:40][CH2:41]1>>[NH2:5][CH:9]([CH2:10][N:11]1[C:12](=[O:21])[c:13]2[cH:14][cH:15][cH:16][cH:17][c:18]2[C:19]1=[O:20])[CH2:22][c:23]1[c:24]([C:29]([F:30])([F:31])[F:32])[cH:25][cH:26][cH:27][cH:28]1. Reactants: FC([C@H]1C[C@@H]2[C@@](N=C(SC2)NC(C2=CC=CC=C2)=O)(CO1)C1=C(C=C(C=C1)F)F)F (N-[(4aR,6R,8aS)-6-(Difluoromethyl)-8a-(2,4-difluorophenyl)-4,4a,5,6,8,8a-hexahydropyrano[3,4-d][1,3]thiazin-2-yl]benzamide), FC1=C(C=CC(=C1)F)[C@@]12N=C(S[C@@H]([C@@H]1C[C@@H](OC2)CF)C)NC(C2=CC=CC=C2)=O (N-[(4R,4aR,6R,8aS)-8a-(2,4-difluorophenyl)-6-(fluoromethyl)-4-methyl-4,4a,5,6,8,8a-hexahydropyrano[3,4-d][1,3]thiazin-2-yl]benzamide), FC1=C(C=CC(=C1)F)[C@@]12N=C(S[C@@H]([C@@H]1C[C@@H](OC2)CF)C)N ((4R,4aR,6R,8aS)-8a-(2,4-difluorophenyl)-6-(fluoromethyl)-4-methyl-4,4a,5,6,8,8a-hexahydropyrano[3,4-d][1,3]thiazin-2-amine). Yields the product FC([C@H]1C[C@@H]2[C@@](N=C(SC2)N)(CO1)C1=C(C=C(C=C1)F)F)F ((4aR,6R,8aS)-6-(difluoromethyl)-8a-(2,4-difluorophenyl)-4,4a,5,6,8,8a-hexahydropyrano[3,4-d][1,3]thiazin-2-amine). As a reaction SMILES: [F:1][CH:2]([F:30])[C@@H:3]1[O:21][CH2:20][C@:6]2([C:22]3[CH:27]=[CH:26][C:25]([F:28])=[CH:24][C:23]=3[F:29])[N:7]=[C:8]([NH:11]C(=O)C3C=CC=CC=3)[S:9][CH2:10][C@@H:5]2[CH2:4]1.FC1C=C(F)C=CC=1[C@]12CO[C@@H](CF)C[C@H]1[C@@H](C)SC(NC(=O)C1C=CC=CC=1)=N2.FC1C=C(F)C=CC=1[C@]12CO[C@@H](CF)C[C@H]1[C@@H](C)SC(N)=N2>>[F:30][CH:2]([F:1])[C@@H:3]1[O:21][CH2:20][C@:6]2([C:22]3[CH:27]=[CH:26][C:25]([F:28])=[CH:24][C:23]=3[F:29])[N:7]=[C:8]([NH2:11])[S:9][CH2:10][C@@H:5]2[CH2:4]1. Procedure: N-[(4aR,6R,8aS)-6-(Difluoromethyl)-8a-(2,4-difluorophenyl)-4,4a,5,6,8,8a-hexahydropyrano[3,4-d][1,3]thiazin-2-yl]benzamide (C24) was deprotected using the method described for conversion of N-[(4R,4aR,6R,8aS)-8a-(2,4-difluorophenyl)-6-(fluoromethyl)-4-methyl-4,4a,5,6,8,8a-hexahydropyrano[3,4-d][1,3]thiazin-2-yl]benzamide (C19) to (4R,4aR,6R,8aS)-8a-(2,4-difluorophenyl)-6-(fluoromethyl)-4-methyl-4,4a,5,6,8,8a-hexahydropyrano[3,4-d][1,3]thiazin-2-amine (1) in Example 1; the product was isolated as...